Task: describe an organic reaction: reactants, conditions, products, and yield. Dataset: the Open Reaction Database (ORD), a public repository of structured organic reaction records Reactants: COC(=O)c1ccc([N+](=O)[O-])cc1S(=O)(=O)NC(C)(C)C, CNC, CO. The product is CN(C)C(=O)c1ccc([N+](=O)[O-])cc1S(=O)(=O)NC(C)(C)C. As a reaction SMILES: [C:1]([CH3:2])([CH3:3])([CH3:4])[NH:5][S:6](=[O:7])(=[O:8])[c:9]1[c:10]([C:18](=[O:19])[O:20][CH3:21])[cH:11][cH:12][c:13]([N+:15](=[O:16])[O-:17])[cH:14]1.[CH3:22][NH:23][CH3:24].[CH3:25][OH:26]>>[C:1]([CH3:2])([CH3:3])([CH3:4])[NH:5][S:6](=[O:7])(=[O:8])[c:9]1[c:10]([C:18](=[O:19])[N:23]([CH3:22])[CH3:24])[cH:11][cH:12][c:13]([N+:15](=[O:16])[O-:17])[cH:14]1. Reactants: [Mn](=O)(=O)(=O)[O-].[K+] (potassium permanganate), [Mn](=O)(=O)(=O)[O-].[K+] (potassium permanganate), C(C=C)N1C(CN=C(C2=C1C=CC(=C2)Cl)C2=C(C=CC=C2)F)=O (1-allyl-7-chloro-5-(2-fluorophenyl)-1,3-dihydro-2H-1,4-benzodiazepin-2-one), O (water). Solvent: CC(=O)C (acetone). Reaction conditions: time 10 minute. The product is ClC=1C=CC2=C(C(=NCC(N2CC(CO)O)=O)C2=C(C=CC=C2)F)C1 (7-chloro-1-(2,3-dihydroxypropyl)-5-(2-fluorophenyl) -1,3-dihydro-2H-1,4-benzodiazepin-2-one). As a reaction SMILES: [Mn]([O-])(=O)(=O)=[O:2].[K+].[CH2:7]([N:10]1[C:16]2[CH:17]=[CH:18][C:19]([Cl:21])=[CH:20][C:15]=2[C:14]([C:22]2[CH:27]=[CH:26][CH:25]=[CH:24][C:23]=2[F:28])=[N:13][CH2:12][C:11]1=[O:29])[CH:8]=[CH2:9].[OH2:30]>CC(C)=O>[Cl:21][C:19]1[CH:18]=[CH:17][C:16]2[N:10]([CH2:7][CH:8]([OH:2])[CH2:9][OH:30])[C:11](=[O:29])[CH2:12][N:13]=[C:14]([C:22]3[CH:27]=[CH:26][CH:25]=[CH:24][C:23]=3[F:28])[C:15]=2[CH:20]=1 |f:0.1|. Procedure: A solution of 16 g of potassium permanganate in 300 ml of water was added dropwise within 15 minutes at 10°C to a solution of 33.0 g of 1-allyl-7-chloro-5-(2-fluorophenyl)-1,3-dihydro-2H-1,4-benzodiazepin-2-one in 300 ml of acetone. After the potassium permanganate addition, the solution is stirred for a further 10 minutes. Then the mixture is filtered off by vacuum from the precipitated manganese dioxide and the manganese dioxide is washed with acetone. Subsequently the acetone is distilled off... The reactants are ClCCNC(=O)N(C1[C@H](O)[C@H](O)[C@H](O1)CO)C (1-(2-chloroethyl)-3-methyl-3-D-ribofuranosylurea), N(=O)[O-].[Na+] (sodium nitrite). The solvent is C(=O)O (formic acid). Run at time 1 hour. Yields the product ClCCN(C(=O)N(C1[C@H](O)[C@H](O)[C@H](O1)CO)C)N=O (1-(2-chloroethyl)-1-nitroso-3-methyl-3-D-ribofuranosylurea). Isolated yield 63.2%. As a reaction SMILES: [Cl:1][CH2:2][CH2:3][NH:4][C:5]([N:7]([CH3:17])[CH:8]1[O:14][C@H:13]([CH2:15][OH:16])[C@@H:11]([OH:12])[C@H:9]1[OH:10])=[O:6].[N:18]([O-])=[O:19].[Na+]>C(O)=O>[Cl:1][CH2:2][CH2:3][N:4]([N:18]=[O:19])[C:5]([N:7]([CH3:17])[CH:8]1[O:14][C@H:13]([CH2:15][OH:16])[C@@H:11]([OH:12])[C@H:9]1[OH:10])=[O:6] |f:1.2|. Reported procedure: 2 g of 1-(2-chloroethyl)-3-methyl-3-D-ribofuranosylurea are dissolved in 10 ml of formic acid, and 1.1 g of sodium nitrite are added gradually thereto at 0° to 5° C. for one hour under stirring. The mixture is further stirred at the same temperature for one hour. After the reaction, the mixture is treated in the same manner as described in Example 1-(2). 1.4 g of 1-(2-chloroethyl)-1-nitroso-3-methyl-3-D-ribofuranosylurea are thereby obtained as a yellow powder. The reactants are CCOC(=O)c1sc(N2CC(NC)C2)nc1C, CN1CCOCC1, CCc1[nH]c(C(=O)O)nc1Cl, On1nnc2ccccc21. The product is CCOC(=O)c1sc(N2CC(N(C)C(=O)c3nc(Cl)c(CC)[nH]3)C2)nc1C. RXN SMILES: [CH3:1][c:2]1[n:3][c:4]([N:12]2[CH2:13][CH:14]([NH:16][CH3:17])[CH2:15]2)[s:5][c:6]1[C:7](=[O:8])[O:9][CH2:10][CH3:11].[CH3:39][N:40]1[CH2:41][CH2:42][O:43][CH2:44][CH2:45]1.[Cl:18][c:19]1[n:20][c:21]([C:26](=[O:27])[OH:28])[nH:22][c:23]1[CH2:24][CH3:25].[OH:29][n:30]1[c:31]2[cH:32][cH:33][cH:34][cH:35][c:36]2[n:37][n:38]1>>[CH3:1][c:2]1[n:3][c:4]([N:12]2[CH2:13][CH:14]([N:16]([CH3:17])[C:26]([c:21]3[n:20][c:19]([Cl:18])[c:23]([CH2:24][CH3:25])[nH:22]3)=[O:28])[CH2:15]2)[s:5][c:6]1[C:7](=[O:8])[O:9][CH2:10][CH3:11]. Reported procedure: A solution of 1.0 mmol 2-thienyl lithium in THF was treated with 1.0 mmol diethyl chlorophosphate at -78° C. for 1 h. Extraction and chromatography gave diethyl 2-thiophenephosphonate as a clear oil. RXN SMILES: [S:1]1[CH:5]=[CH:4][CH:3]=[C:2]1[Li].[P:7](Cl)([O:12][CH2:13][CH3:14])([O:9][CH2:10][CH3:11])=[O:8]>C1COCC1>[S:1]1[CH:5]=[CH:4][CH:3]=[C:2]1[P:7]([O:12][CH2:13][CH3:14])(=[O:8])[O:9][CH2:10][CH3:11]. Solvent: C1CCOC1 (THF). Reactants: S1C(=CC=C1)[Li] (2-thienyl lithium), P(=O)(OCC)(OCC)Cl (diethyl chlorophosphate). Product: S1C(=CC=C1)P(OCC)(=O)OCC (diethyl 2-thiophenephosphonate). The reactants are BrCC1=CC=CC2=C1N=C(O2)C2=C(C=CC(=C2)OC)OCOC (4-bromomethyl-2-(5-methoxy-2-methoxymethoxyphenyl)benzoxazole), COCOC1=CC=C(C=C1)C=1OC2=C(N1)C(=CC=C2)C (2-(4-methoxymethoxyphenyl)-4-methylbenzoxazole). Yields the product BrCC1=CC=CC2=C1N=C(O2)C2=CC=C(C=C2)OCOC (4-bromomethyl-2-(4-methoxymethoxyphenyl)benzoxazole). As a reaction SMILES: [Br:1][CH2:2][C:3]1[C:8]2[N:9]=[C:10]([C:12]3[CH:17]=[C:16](OC)[CH:15]=[CH:14][C:13]=3OCOC)[O:11][C:7]=2[CH:6]=[CH:5][CH:4]=1.[CH3:24][O:25][CH2:26][O:27]C1C=CC(C2OC3C=CC=C(C)C=3N=2)=CC=1>>[Br:1][CH2:2][C:3]1[C:8]2[N:9]=[C:10]([C:12]3[CH:13]=[CH:14][C:15]([O:27][CH2:26][O:25][CH3:24])=[CH:16][CH:17]=3)[O:11][C:7]=2[CH:6]=[CH:5][CH:4]=1. Procedure: 4-bromomethyl-2-(4-methoxymethoxyphenyl)benzoxazole (F15) was prepared in a similar manner for the preparation of 4-bromomethyl-2-(5-methoxy-2-methoxymethoxyphenyl)benzoxazole (F12) by using 2-(4-methoxymethoxyphenyl)-4-methylbenzoxazole (F11) (4.04 g, 15 mmol) instead of 2-(5-methoxy-2-methoxymethoxyphenyl)-4-methylbenzoxazole (F8) in 80% (4.16 g): 1H-NMR (500 MHz, CDCl3) δ3.60 (s, 3H), 3.97 (s, 3H), 3.99 (s, 3H), 4.96 (s, 2H), 5.31 (s, 2H), 6.85 (s, 1H), 7.30 (t, 1H, J=8.0 Hz), 7.40 (d, 1H, J=... Solvent: C(C)(C)O (isopropanol). Reactants: C(C1=CC=CC=C1)OC=1C=C2CCC(OC2=CC1)(C(=O)OCC)CC (ethyl 6-benzyloxy-2-ethylchromane-2-carboxylate), [OH-].[Na+] (sodium hydroxide). As a reaction SMILES: C(O[C:9]1[CH:10]=[C:11]2[C:16](=[CH:17][CH:18]=1)[O:15][C:14]([CH2:24][CH3:25])([C:19]([O:21]CC)=[O:20])[CH2:13][CH2:12]2)C1C=CC=CC=1.[OH-:26].[Na+]>C(O)(C)C>[CH2:12]([O:26][C:18]1[CH:17]=[C:16]2[C:11]([CH2:12][CH2:13][C:14]([CH2:24][CH3:25])([C:19]([OH:21])=[O:20])[O:15]2)=[CH:10][CH:9]=1)[C:11]1[CH:16]=[CH:17][CH:18]=[CH:9][CH:10]=1 |f:1.2|. Reaction conditions: temperature 70 celsius. Product: C(C1=CC=CC=C1)OC1=CC=C2CCC(OC2=C1)(C(=O)O)CC (7-Benzyloxy-2-ethylchromane-2-carboxylic acid). Procedure details: To a 2 L isopropanol solution of ethyl 6-benzyloxy-2-ethylchromane-2-carboxylate (155 g, 0.455 mol) was added 1 L of aqueous 5N sodium hydroxide. This solution was heated to 70° C. overnight. Isopropanol was removed under reduced pressure. The residue was acidified with conc. hydrochloric acid 300 ml and 2N hydrochloric acid to pH 1. The acidic solution was extracted three times with AcOEt. The combined organic layers were dried over anhydrous Na2SO4, filtered, concentrated to give a yellow oil,...